From a dataset of the Open Reaction Database (ORD), a public repository of structured organic reaction records. describe an organic reaction: reactants, conditions, products, and yield Reactants: C(C)(C)(C)C1=CC=C(C=C1)CC(=O)NC(C=1N=NN(C1)C[Si](C)(C)C)C1=CC(=C(C=C1)F)F (2-(4-tert-butylphenyl)-N-((3,4-difluorophenyl){1-[(trimethylsilyl)methyl]-1H-1,2,3-triazol-4-yl}-methyl)acetamide), [F-].C(CCC)[N+](CCCC)(CCCC)CCCC (tetrabutylammonium fluoride). The solvent is C1CCOC1 (THF), C1CCOC1 (THF), O (water). Reaction conditions: time 1 hour. The product is C(C)(C)(C)C1=CC=C(C=C1)CC(=O)NC(C=1N=NN(C1)C)C1=CC(=C(C=C1)F)F (2-(4-tert-Butylphenyl)-N-[(3,4-difluorophenyl)(1-methyl-1H-1,2,3-triazol-4-yl)methyl]acetamide). Yield: 87.5%. Reaction SMILES: [C:1]([C:5]1[CH:10]=[CH:9][C:8]([CH2:11][C:12]([NH:14][CH:15]([C:26]2[CH:31]=[CH:30][C:29]([F:32])=[C:28]([F:33])[CH:27]=2)[C:16]2[N:17]=[N:18][N:19]([CH2:21][Si](C)(C)C)[CH:20]=2)=[O:13])=[CH:7][CH:6]=1)([CH3:4])([CH3:3])[CH3:2].[F-].C([N+](CCCC)(CCCC)CCCC)CCC>C1COCC1.O>[C:1]([C:5]1[CH:10]=[CH:9][C:8]([CH2:11][C:12]([NH:14][CH:15]([C:26]2[CH:31]=[CH:30][C:29]([F:32])=[C:28]([F:33])[CH:27]=2)[C:16]2[N:17]=[N:18][N:19]([CH3:21])[CH:20]=2)=[O:13])=[CH:7][CH:6]=1)([CH3:4])([CH3:2])[CH3:3] |f:1.2|. Procedure details: To a 10 ml round bottom flask containing a solution of 2-(4-tert-butylphenyl)-N-((3,4-difluorophenyl){1-[(trimethylsilyl)methyl]-1H-1,2,3-triazol-4-yl}-methyl)acetamide (0.062 mg, 0.132 mmol) in 1.0 ml of anhydrous THF at rt was added 1.0N tetrabutylammonium fluoride in THF (0.145 ml, 0.145 mmol). The resulting solution was stirred at room temperature for 1 hour. The reaction mixture was diluted with water and extracted with CH2Cl2. The combined organic layers were washed with brine, dried over ... Procedure: A mixture of (±)-cis-7-methoxy-4-(4-(2-pyrrolidinoethoxy)phenyl)-3-(4-(trifluoromethyl)-phenyl)chromane (0.30 g, 0.60 mmol) and anhydrous pyridine hydrochloride (3.50 g, 30.3 mmol) was heated to 150-155° C. as a melt for 18 hours. The mixture was cooled to room temperature, and the resulting orange coloured wax dissolved in a mixture of water (50 ml), hot ethanol (20 ml) and dichloromethane (100 ml). The aqueous layer was basified to pH 14 by adding 10M sodium hydroxide, then 1M hydrochloric aci... RXN SMILES: C[O:2][C:3]1[CH:12]=[C:11]2[C:6]([C@H:7]([C:23]3[CH:28]=[CH:27][C:26]([O:29][CH2:30][CH2:31][N:32]4[CH2:36][CH2:35][CH2:34][CH2:33]4)=[CH:25][CH:24]=3)[C@H:8]([C:13]3[CH:18]=[CH:17][C:16]([C:19]([F:22])([F:21])[F:20])=[CH:15][CH:14]=3)[CH2:9][O:10]2)=[CH:5][CH:4]=1.Cl.N1C=CC=CC=1.[OH-].[Na+].Cl>O.C(O)C.ClCCl>[OH:2][C:3]1[CH:12]=[C:11]2[C:6]([C@H:7]([C:23]3[CH:28]=[CH:27][C:26]([O:29][CH2:30][CH2:31][N:32]4[CH2:33][CH2:34][CH2:35][CH2:36]4)=[CH:25][CH:24]=3)[C@H:8]([C:13]3[CH:14]=[CH:15][C:16]([C:19]([F:20])([F:21])[F:22])=[CH:17][CH:18]=3)[CH2:9][O:10]2)=[CH:5][CH:4]=1 |f:1.2,3.4|. The solvent is O (water), C(C)O (ethanol), ClCCl (dichloromethane). Yields the product OC1=CC=C2[C@@H]([C@@H](COC2=C1)C1=CC=C(C=C1)C(F)(F)F)C1=CC=C(C=C1)OCCN1CCCC1 ((±)-cis-7-Hydroxy-4-(4-(2-pyrrolidinoethoxy)phenyl)-3-(4-(trifluoromethyl)-phenyl)chromane). Starting materials: Cl (hydrochloric acid), COC1=CC=C2[C@@H]([C@@H](COC2=C1)C1=CC=C(C=C1)C(F)(F)F)C1=CC=C(C=C1)OCCN1CCCC1 ((±)-cis-7-methoxy-4-(4-(2-pyrrolidinoethoxy)phenyl)-3-(4-(trifluoromethyl)-phenyl)chromane), Cl.N1=CC=CC=C1 (pyridine hydrochloride), [OH-].[Na+] (sodium hydroxide). Run at temperature 152.5 celsius. Starting materials: C(C)(=O)O[C@H]1[C@@H](O[C@@H]([C@]1(OCC1=CC=CC=C1)C=C)COCC1=CC=CC=C1)N1C(=O)NC(=O)C(C)=C1 (1-(2-O-Acetyl-3,5-di-O-benzyl-3-C-vinyl-β-D-ribofuranosyl)thymine), C[O-].[Na+] (sodium methoxide), Cl (hydrochloric acid). Procedure details: To a stirred solution of nucleoside 23 (3.90 g, 7.7 mmol) in anhydrous methanol (40 cm3) was added sodium methoxide (0.83 g, 15.4 mmol). The mixture was stirred at room temperature for 42 h and then neutralised with dilute aqueous hydrochloric acid. The mixture was extracted with dichloromethane (2×150 cm3), and the combined extract was washed with saturated aqueous sodium hydrogencarbonate (3×100 cm3) and dried (Na2SO4). The solvent was removed under reduced pressure to give nucleoside 24 as a ... Yield: 97.3%. Run in CO (methanol). Reaction SMILES: C([O:4][C@@H:5]1[C@:9]([CH:18]=[CH2:19])([O:10][CH2:11][C:12]2[CH:17]=[CH:16][CH:15]=[CH:14][CH:13]=2)[C@@H:8]([CH2:20][O:21][CH2:22][C:23]2[CH:28]=[CH:27][CH:26]=[CH:25][CH:24]=2)[O:7][C@H:6]1[N:29]1[CH:37]=[C:35]([CH3:36])[C:33](=[O:34])[NH:32][C:30]1=[O:31])(=O)C.C[O-].[Na+].Cl>CO>[CH2:11]([O:10][C@:9]1([CH:18]=[CH2:19])[C@@H:8]([CH2:20][O:21][CH2:22][C:23]2[CH:28]=[CH:27][CH:26]=[CH:25][CH:24]=2)[O:7][C@@H:6]([N:29]2[CH:37]=[C:35]([CH3:36])[C:33](=[O:34])[NH:32][C:30]2=[O:31])[C@@H:5]1[OH:4])[C:12]1[CH:13]=[CH:14][CH:15]=[CH:16][CH:17]=1 |f:1.2|. Run at time 42 hour. Yields the product C(C1=CC=CC=C1)O[C@]1([C@H]([C@@H](O[C@@H]1COCC1=CC=CC=C1)N1C(=O)NC(=O)C(C)=C1)O)C=C (1-(3,5-Di-O-benzyl-3-C-vinyl-β-D-ribofuranosyl)thymine). Reactants: [Br-], C1CCOC1, C[Mg+], CC(=O)CCCc1ccc(C(=O)N2c3ccccc3C(N(C(C)=O)c3ccc(Cl)cc3)CC2C)cc1. Yields the product CC(=O)N(c1ccc(Cl)cc1)C1CC(C)N(C(=O)c2ccc(CCCC(C)(C)O)cc2)c2ccccc21. As a reaction SMILES: [Br-:37].[CH2:40]1[O:41][CH2:42][CH2:43][CH2:44]1.[CH3:38][Mg+:39].[Cl:1][c:2]1[cH:3][cH:4][c:5]([N:8]([C:9]([CH3:10])=[O:11])[CH:12]2[CH2:13][CH:14]([CH3:36])[N:15]([C:22]([c:23]3[cH:24][cH:25][c:26]([CH2:29][CH2:30][CH2:31][C:32]([CH3:33])=[O:34])[cH:27][cH:28]3)=[O:35])[c:16]3[cH:17][cH:18][cH:19][cH:20][c:21]32)[cH:6][cH:7]1>>[Cl:1][c:2]1[cH:3][cH:4][c:5]([N:8]([C:9]([CH3:10])=[O:11])[CH:12]2[CH2:13][CH:14]([CH3:36])[N:15]([C:22]([c:23]3[cH:24][cH:25][c:26]([CH2:29][CH2:30][CH2:31][C:32]([CH3:33])([OH:34])[CH3:38])[cH:27][cH:28]3)=[O:35])[c:16]3[cH:17][cH:18][cH:19][cH:20][c:21]32)[cH:6][cH:7]1. Reactants: O=C(O)c1ccc(C2CC2)c(OCC2CC2)n1, NC(c1cccnc1)C(F)(F)F. The product is O=C(NC(c1cccnc1)C(F)(F)F)c1ccc(C2CC2)c(OCC2CC2)n1. Reaction SMILES: [CH:1]1([c:4]2[cH:5][cH:6][c:7]([C:15](=[O:16])[OH:17])[n:8][c:9]2[O:10][CH2:11][CH:12]2[CH2:13][CH2:14]2)[CH2:2][CH2:3]1.[F:18][C:19]([CH:20]([c:21]1[cH:22][n:23][cH:24][cH:25][cH:26]1)[NH2:27])([F:28])[F:29]>>[CH:1]1([c:4]2[cH:5][cH:6][c:7]([C:15](=[O:17])[NH:27][CH:20]([C:19]([F:18])([F:28])[F:29])[c:21]3[cH:22][n:23][cH:24][cH:25][cH:26]3)[n:8][c:9]2[O:10][CH2:11][CH:12]2[CH2:13][CH2:14]2)[CH2:2][CH2:3]1. The reactants are BrC=1C=C2C=C(C(=NC2=CC1)NCC1=CC=C(C=C1)OC)I (6-bromo-3-iodo-N-(4-methoxybenzyl)quinolin-2-amine), C(C)C1CNCCO1 (2-ethylmorpholine), C([O-])([O-])=O.[Cs+].[Cs+] (cesium carbonate), C(C(C)C)(=O)C1C(CCCC1)=O (2-isobutyrylcyclohexanone). Reagents/catalysts: [Cu]I (copper(I) iodide). Solvent: CN(C)C=O (DMF). Run at temperature 125 celsius. Product: BrC=1C=C2C=C(C(=NC2=CC1)NCC1=CC=C(C=C1)OC)N1CC(OCC1)CC (6-bromo-3-(2-ethylmorpholino)-N-(4-methoxybenzyl)quinolin-2-amine). As a reaction SMILES: [Br:1][C:2]1[CH:3]=[C:4]2[C:9](=[CH:10][CH:11]=1)[N:8]=[C:7]([NH:12][CH2:13][C:14]1[CH:19]=[CH:18][C:17]([O:20][CH3:21])=[CH:16][CH:15]=1)[C:6](I)=[CH:5]2.[CH2:23]([CH:25]1[O:30][CH2:29][CH2:28][NH:27][CH2:26]1)[CH3:24].C(=O)([O-])[O-].[Cs+].[Cs+].C(C1CCCCC1=O)(=O)C(C)C>CN(C=O)C.[Cu]I>[Br:1][C:2]1[CH:3]=[C:4]2[C:9](=[CH:10][CH:11]=1)[N:8]=[C:7]([NH:12][CH2:13][C:14]1[CH:19]=[CH:18][C:17]([O:20][CH3:21])=[CH:16][CH:15]=1)[C:6]([N:27]1[CH2:28][CH2:29][O:30][CH:25]([CH2:23][CH3:24])[CH2:26]1)=[CH:5]2 |f:2.3.4|. Procedure details: A mixture of 6-bromo-3-iodo-N-(4-methoxybenzyl)quinolin-2-amine (0.30 g, 0.640 mmol, prepared as in Example 1, Step 1-2), 2-ethylmorpholine (1.105 g, 9.59 mmol), copper(I) iodide (6.09 mg, 0.032 mmol), cesium carbonate (0.417 g, 1.279 mmol), and 2-isobutyrylcyclohexanone (0.021 mL, 0.128 mmol) in DMF (3 mL) was heated at 125° C. for 10 min. Some product was observed but mostly starting material. The mixture was heated again at 125° C. for 10 min more. This process was repeated 3× until the start...